Dataset: the Open Reaction Database (ORD), a public repository of structured organic reaction records. Task: describe an organic reaction: reactants, conditions, products, and yield The reactants are C(=O)(N1C=NC=C1)N1C=NC=C1 (1,1'-Carbonyldiimidazole), C(C)(=O)OCCC12CC3=CC(=C(C(=C3C2=CC(CC1)=O)Cl)Cl)OCC(=O)O ({[9a-(Acetoxyethyl)-5,6-dichloro-3-oxo-2,3,9,9a-tetrahydro-1H-fluoren-7-yl]oxy}acetic acid), OC(C(=O)O)(C)C (2-Hydroxy-2-methylpropionic acid). Run in O1CCCC1 (tetrahydrofuran). Run at temperature 20 celsius. Yields the product C(C)(=O)OCCC12CC3=CC(=C(C(=C3C2=CC(CC1)=O)Cl)Cl)OCC(=O)OC(C)(C)C(=O)O (1-Carboxy-1-methylethyl {[9a-(acetoxyethyl)-5,6-dichloro-3-oxo-2,3,9,9a-tetrahydro-1H-fluoren-7-yl]-oxy}acetate). As a reaction SMILES: [C:1]([O:4][CH2:5][CH2:6][C:7]12[CH2:19][CH2:18][C:17](=[O:20])[CH:16]=[C:15]1[C:14]1[C:9](=[CH:10][C:11]([O:23][CH2:24][C:25]([OH:27])=[O:26])=[C:12]([Cl:22])[C:13]=1[Cl:21])[CH2:8]2)(=[O:3])[CH3:2].C(N1C=CN=C1)(N1C=CN=C1)=O.O[C:41]([CH3:46])([CH3:45])[C:42]([OH:44])=[O:43]>O1CCCC1>[C:1]([O:4][CH2:5][CH2:6][C:7]12[CH2:19][CH2:18][C:17](=[O:20])[CH:16]=[C:15]1[C:14]1[C:9](=[CH:10][C:11]([O:23][CH2:24][C:25]([O:27][C:41]([C:42]([OH:44])=[O:43])([CH3:46])[CH3:45])=[O:26])=[C:12]([Cl:22])[C:13]=1[Cl:21])[CH2:8]2)(=[O:3])[CH3:2]. Reported procedure: {[9a-(Acetoxyethyl)-5,6-dichloro-3-oxo-2,3,9,9a-tetrahydro-1H-fluoren-7-yl]oxy}acetic acid (4.13 g, 10 mMole) is dissolved in dry tetrahydrofuran (20 ml). 1,1'-Carbonyldiimidazole (3.2 g, 10 mMole) is added and the mixture stirred at 20° C. for an hour. 2-Hydroxy-2-methylpropionic acid (1.05 g, 10 mMole) is added and the mixture stirred for 18 hours at 20° C. The solvent is removed by evaporation in vacuo. The residue is dissolved in methylene chloride, washed with water and dried over MgSO4. Th... The reactants are C(=O)(O)C(C)C=1C(=C(C(C(=O)O)=C(C1F)F)C(=O)O)F (4-(1-carboxyethyl)-3,5,6-trifluorophthalic acid), CS(=O)C (dimethylsulfoxide). Solvent: C(C)N(CC)CC (triethylamine). Run at temperature 140 celsius. The product is C(C)C=1C(=C(C(=O)O)C=C(C1F)F)F (3-Ethyl-2,4,5-trifluorobenzoic acid). Isolated yield 94.8%. As a reaction SMILES: [C:1]([CH:4]([C:6]1[C:7]([F:20])=[C:8]([C:17]([OH:19])=[O:18])[C:9](=[C:13]([F:16])[C:14]=1[F:15])C(O)=O)C)(O)=O.CS(C)=O>C(N(CC)CC)C>[CH2:4]([C:6]1[C:7]([F:20])=[C:8]([CH:9]=[C:13]([F:16])[C:14]=1[F:15])[C:17]([OH:19])=[O:18])[CH3:1]. Reported procedure: A mixture of 4-(1-carboxyethyl)-3,5,6-trifluorophthalic acid (14.9 g, 47.9 mmol), dimethylsulfoxide(100 ml), and triethylamine (30 ml) was heated at 140° C. for 4 days, and the reaction mixture was concentrated to dryness. To the residue was added 1N Hcl (100 ml), and the solution was extracted with ether. The extract was washed with brine, dried over anhydrous sodium sulfate, and then evaporated to yield 9.27 g of the title compound as pale yellow crystals. Reactants: O (water), Cl (HCl), C[Mg]Cl (Methylmagnesium chloride), ice, O1C(CCCCC1)=O (2-oxepanone), N1=CC=CC=C1 (pyridine), CS(=O)(=O)Cl (Methanesulfonyl chloride). Run in ClCCl (Dichloromethane), C1CCOC1 (THF), ClCCl (Dichloromethane). Run at time 1 hour. Yields the product CS(=O)(=O)OCCCCCC(C)(O)C (1-Methanesulfonyloxy-6-methylheptan-6-ol). Yield: 98.0%. As a reaction SMILES: [CH3:1][Mg]Cl.[O:4]1[CH2:10][CH2:9]CCCC1=O.Cl.N1[CH:18]=[CH:17][CH:16]=[CH:15][CH:14]=1.[CH3:19][S:20](Cl)(=[O:22])=[O:21].[OH2:24]>C1COCC1.ClCCl>[CH3:19][S:20]([O:22][CH2:14][CH2:15][CH2:16][CH2:17][CH2:18][C:10]([CH3:9])([OH:4])[CH3:1])(=[O:21])=[O:24]. Reported procedure: Methylmagnesium chloride (2.8M in THF, 21 ml, 60 mmol) was added dropwise to an ice-cooled solution of 2-oxepanone (2.22 ml, 2.28 g, 20 mmol) in THF (20 ml). The mixture was stirred for 1 hour, then water (100 ml) was added dropwise. The pH was adjusted to 7 with aqueous HCl (3N) and the mixture was extracted with ethyl acetate (3×100 ml). The combined organic fractions were dried (Na2SO4) and evaporated under reduced pressure. Dichloromethane (20 ml) and pyridine (3.24 ml, 3.16 g, 40 mmol) were... Reaction SMILES: [CH2:1]([O:3][C:4](=[O:31])[C:5]1[CH:10]=[CH:9][C:8]([C:11]2[CH2:15][C:14]([C:20]3[CH:25]=[C:24]([Cl:26])[CH:23]=[C:22]([Cl:27])[CH:21]=3)([C:16]([F:19])([F:18])[F:17])[O:13][N:12]=2)=[CH:7][C:6]=1[N+:28]([O-])=O)[CH3:2].O.C(O)(=O)C>C(OCC)(=O)C>[CH2:1]([O:3][C:4](=[O:31])[C:5]1[CH:10]=[CH:9][C:8]([C:11]2[CH2:15][C:14]([C:20]3[CH:21]=[C:22]([Cl:27])[CH:23]=[C:24]([Cl:26])[CH:25]=3)([C:16]([F:17])([F:18])[F:19])[O:13][N:12]=2)=[CH:7][C:6]=1[NH2:28])[CH3:2]. The solvent is C(C)(=O)OCC (ethyl acetate). Product: C(C)OC(C1=C(C=C(C=C1)C1=NOC(C1)(C(F)(F)F)C1=CC(=CC(=C1)Cl)Cl)N)=O (2-amino-4-[5-(3,5-dichlorophenyl)-5-trifluoromethyl-4,5-dihydroisoxazol-3-yl]benzoic acid ethyl ester). Yield: 106.7%. Procedure: In a solution of 0.60 g of 4-[5-(3,5-dichlorophenyl)-5-trifluoromethyl-4,5-dihydroisoxazol-3-yl]-2-nitro benzoic acid ethyl ester synthesized in Steps 1 to 3 of Synthetic Example 5 in 6 ml of ethyl acetate, 2.0 ml of water, 0.6 ml of acetic acid and 0.46 g of reduced iron were added, and stirred at 75° C. for 2 hours. After the completion of the reaction, the organic phase was collected, and the aqueous phase was extracted with ethyl acetate (10 ml×2). The organic phases together were washed wit... The reactants are C(C)OC(C1=C(C=C(C=C1)C1=NOC(C1)(C(F)(F)F)C1=CC(=CC(=C1)Cl)Cl)[N+](=O)[O-])=O (4-[5-(3,5-dichlorophenyl)-5-trifluoromethyl-4,5-dihydroisoxazol-3-yl]-2-nitro benzoic acid ethyl ester), O (water), C(C)(=O)O (acetic acid), reduced iron. Conditions: temperature 75 celsius, time 2 hour. The reactants are [OH-].[K+] (potassium hydroxide), Cl.NCCNCCNCCNCCN (tetraethylenepentamine HCl). Solvent: CO (methanol), O (water). Run at time 5 minute. Product: NCCNCCNCCNCCN (tetraethylenepentamine). As a reaction SMILES: [OH-].[K+].Cl.[NH2:4][CH2:5][CH2:6][NH:7][CH2:8][CH2:9][NH:10][CH2:11][CH2:12][NH:13][CH2:14][CH2:15][NH2:16]>CO.O>[NH2:16][CH2:15][CH2:14][NH:13][CH2:12][CH2:11][NH:10][CH2:9][CH2:8][NH:7][CH2:6][CH2:5][NH2:4] |f:0.1,2.3|. Procedure details: 100 Grams of the acid-washed silica was added to 150-200 ml of 2 M potassium hydroxide in methanol and stirred for 5 minutes under vacuum. The methanolic KOH was filtered off on a Buchner funnel, and the silica was rinsed with a small amount of methanol. The silica was added to 5.3 g of cyanogen bromide in 20 ml of acetonitrile on an ice bath with stirring, over a period of 2 minutes. The mixture was allowed to stir for a total of 5 minutes, after which time the excess CNBr/acetonitrile was filt... Reactants: FC1=CC=C(C=C1)C(CCCN1CCC(CC1)C(C1=CC=CC=C1)(C1=CC=CC=C1)O)O (α-(p-fluorophenyl)-4-(α-hydroxy-α-phenylbenzyl)-1-piperidinebutanol), Cl (HCl). Run in C(C)(C)O (isopropyl alcohol). Yields the product Cl.C1(=CC=CC=C1)C(=C1CCN(CC1)CCC=CC1=CC=C(C=C1)F)C1=CC=CC=C1 (4-Diphenylmethylene-1-[4-(p-fluorophenyl)-3-butenyl]-piperidine hydrochloride). As a reaction SMILES: [F:1][C:2]1[CH:7]=[CH:6][C:5]([CH:8](O)[CH2:9][CH2:10][CH2:11][N:12]2[CH2:17][CH2:16][CH:15]([C:18](O)([C:25]3[CH:30]=[CH:29][CH:28]=[CH:27][CH:26]=3)[C:19]3[CH:24]=[CH:23][CH:22]=[CH:21][CH:20]=3)[CH2:14][CH2:13]2)=[CH:4][CH:3]=1.[ClH:33]>C(O)(C)C>[ClH:33].[C:25]1([C:18]([C:19]2[CH:20]=[CH:21][CH:22]=[CH:23][CH:24]=2)=[C:15]2[CH2:14][CH2:13][N:12]([CH2:11][CH2:10][CH:9]=[CH:8][C:5]3[CH:4]=[CH:3][C:2]([F:1])=[CH:7][CH:6]=3)[CH2:17][CH2:16]2)[CH:30]=[CH:29][CH:28]=[CH:27][CH:26]=1 |f:3.4|. Procedure details: A mixture of 15 g (0.034 mole) of α-(p-fluorophenyl)-4-(α-hydroxy-α-phenylbenzyl)-1-piperidinebutanol, 400 ml of concentrated HCl and 1500 ml of isopropyl alcohol was heated on a steam bath for 16 hours. The isopropyl alcohol was then concentrated by heating, and the remaining solution was cooled to room temperature. A precipitate formed which was collected on a filter and recrystallized from isopropyl alcohol and ethyl acetate to give the desired product, M.P. 166°-168.5° C. Reactants: [BH4-], CCOC(=O)C(C)Br, C1CCOC1, C[Si](C)(C)Cl, CCO, COc1ccccc1CC#N, ClCCl, Cl, [Na+], [Zn]. Product: CCOC(=O)C(C)C(N)Cc1ccccc1OC. Reaction SMILES: [BH4-:25].[Br:17][CH:18]([C:19](=[O:20])[O:21][CH2:22][CH3:23])[CH3:24].[CH2:31]1[O:32][CH2:33][CH2:34][CH2:35]1.[CH3:1][Si:2]([CH3:3])([CH3:4])[Cl:5].[CH3:37][CH2:38][OH:39].[CH3:6][O:7][c:8]1[c:9]([CH2:10][C:11]#[N:12])[cH:13][cH:14][cH:15][cH:16]1.[Cl:28][CH2:29][Cl:30].[ClH:27].[Na+:26].[Zn:36]>>[CH3:6][O:7][c:8]1[c:9]([CH2:10][CH:11]([NH2:12])[CH:18]([C:19](=[O:20])[O:21][CH2:22][CH3:23])[CH3:24])[cH:13][cH:14][cH:15][cH:16]1. Reactants: FC=1C(=CC(=C(C1)NC(=O)C1=NC=CN=C1)[N+](=O)[O-])OC1=C(C=CC=C1F)C#N (pyrazine-2-carboxylic acid (5-fluoro-4-(2-cyano-6-fluoro-phenoxy)-2-nitro-phenyl)-amide), C(C)S(=O)(=O)C1=CC=C(C=N1)O (6-ethanesulfonyl-pyridin-3-ol). The product is FC1=C(OC2=CC3=C(NC(=N3)C3=NC=CN=C3)C=C2OC=2C=NC(=CC2)S(=O)(=O)CC)C(=CC=C1)C#N (5-(2-Fluoro-6-cyano-phenoxy)-2-pyrazin-2-yl-6-(6-ethanesulfonyl-pyridin-3-yloxy)-1H-benzimidazole). As a reaction SMILES: F[C:2]1[C:3]([O:20][C:21]2[C:26]([F:27])=[CH:25][CH:24]=[CH:23][C:22]=2[C:28]#[N:29])=[CH:4][C:5]([N+:17]([O-])=O)=[C:6]([NH:8][C:9]([C:11]2[CH:16]=[N:15][CH:14]=[CH:13][N:12]=2)=O)[CH:7]=1.[CH2:30]([S:32]([C:35]1[N:40]=[CH:39][C:38]([OH:41])=[CH:37][CH:36]=1)(=[O:34])=[O:33])[CH3:31]>>[F:27][C:26]1[CH:25]=[CH:24][CH:23]=[C:22]([C:28]#[N:29])[C:21]=1[O:20][C:3]1[C:2]([O:41][C:38]2[CH:39]=[N:40][C:35]([S:32]([CH2:30][CH3:31])(=[O:34])=[O:33])=[CH:36][CH:37]=2)=[CH:7][C:6]2[NH:8][C:9]([C:11]3[CH:16]=[N:15][CH:14]=[CH:13][N:12]=3)=[N:17][C:5]=2[CH:4]=1. Reported procedure: The entitled compound was obtained as a white solid in the same method as in Example 400 (step 3) or in accordance with the method or by combining it with an ordinary method but using pyrazine-2-carboxylic acid (5-fluoro-4-(2-cyano-6-fluoro-phenoxy)-2-nitro-phenyl)-amide obtained in Example 400 (step 2) and 6-ethanesulfonyl-pyridin-3-ol. Starting materials: C(CCC)[Li] (n-Butyl lithium), CN1CCN(CC1)CC#C (1-methyl-4-prop-2-ynyl-piperazine), O (water), C(=O)=O (carbon dioxide). Solvent: CCCCCC (hexane), O1CCCC1 (tetrahydrofuran), CO (methanol). Reaction conditions: temperature -78 celsius, time 1 hour. Yields the product CN1CCN(CC1)CC#CC(=O)O (4-(4-methyl-piperazin-1-yl)-but-2-ynoic acid). RXN SMILES: C([Li])CCC.[CH3:6][N:7]1[CH2:12][CH2:11][N:10]([CH2:13][C:14]#[CH:15])[CH2:9][CH2:8]1.[C:16](=[O:18])=[O:17].O>CCCCCC.O1CCCC1.CO>[CH3:6][N:7]1[CH2:12][CH2:11][N:10]([CH2:13][C:14]#[C:15][C:16]([OH:18])=[O:17])[CH2:9][CH2:8]1. Procedure: n-Butyl lithium in hexane (17.2 mL, 2.5 M in n-hexane) was slowly added to 1-methyl-4-prop-2-ynyl-piperazine (6.0 g, 43.5 mmol) in 40 mL of tetrahydrofuran under nitrogen. The mixture was stirred for 1 hr at −78° C., then dry carbon dioxide was passed through the reaction overnight. The resulting solution was poured into water and washed with ethyl acetate. The aqueous layer was evaporated under reduced pressure to give the crude acid. The dry acid was dissolved in methanol, and the insoluble sa...